From a dataset of the Open Reaction Database (ORD), a public repository of structured organic reaction records. describe an organic reaction: reactants, conditions, products, and yield Reactants: [Br-], C[Mg+], CCOCC, CON(C)C(=O)C1CCOCC1, C1CCOC1. RXN SMILES: [Br-:1].[CH3:2][Mg+:3].[CH3:4][CH2:5][O:6][CH2:7][CH3:8].[CH3:9][O:10][N:11]([C:12](=[O:13])[CH:14]1[CH2:15][CH2:16][O:17][CH2:18][CH2:19]1)[CH3:20].[O:21]1[CH2:22][CH2:23][CH2:24][CH2:25]1>>[CH3:4][C:12](=[O:13])[CH:14]1[CH2:15][CH2:16][O:17][CH2:18][CH2:19]1. Yields the product CC(=O)C1CCOCC1. The reagents and catalysts are [Fe] (iron). As a reaction SMILES: [N+:1]([C:4]1[CH:22]=[CH:21][C:7]([O:8][C:9]2[CH:10]=[N:11][N:12]([C:14]3[CH:19]=[CH:18][C:17]([CH3:20])=[CH:16][CH:15]=3)[CH:13]=2)=[CH:6][CH:5]=1)([O-])=O>C(O)C.[Fe]>[C:17]1([CH3:20])[CH:16]=[CH:15][C:14]([N:12]2[CH:13]=[C:9]([O:8][C:7]3[CH:21]=[CH:22][C:4]([NH2:1])=[CH:5][CH:6]=3)[CH:10]=[N:11]2)=[CH:19][CH:18]=1. The solvent is C(C)O (ethanol). Starting materials: [N+](=O)([O-])C1=CC=C(OC=2C=NN(C2)C2=CC=C(C=C2)C)C=C1 (4-(4-Nitro-phenoxy)-1-p-tolyl-1H-pyrazole). Procedure: 4-(4-Nitro-phenoxy)-1-p-tolyl-1H-pyrazole (600 mg, 2.03 mml) was taken in ethanol and iron powder (1.13 g, 20.33 mmol) was added and stirred at 20-35° C. for 6 hours. Iron powder was removed and ethanol was evaporated under vacuum. Residue was taken up in water and pH was adjusted to 7 using saturated NaHCO3 solution. The aqueous layer was extracted with ethyl acetate, was washed with brine solution and dried over anhydrous Na2SO4. The solvent was evaporated under vacuum at 50° C. and the produc... Yields the product C1(=CC=C(C=C1)N1N=CC(=C1)OC1=CC=C(C=C1)N)C (4-(1-p-tolyl-1H-pyrazol-4-yloxy)-phenylamine). Conditions: temperature 27.5 celsius, time 6 hour.